Dataset: the Open Reaction Database (ORD), a public repository of structured organic reaction records. Task: describe an organic reaction: reactants, conditions, products, and yield Starting materials: C1CNCCN1, CC#N, O=C(NCCC1CCC1)c1ccc(Cl)nn1. Yields the product O=C(NCCC1CCC1)c1ccc(N2CCNCC2)nn1. As a reaction SMILES: [CH2:17]1[CH2:18][NH:19][CH2:20][CH2:21][NH:22]1.[CH3:23][C:24]#[N:25].[CH:1]1([CH2:5][CH2:6][NH:7][C:8](=[O:9])[c:10]2[n:11][n:12][c:13]([Cl:16])[cH:14][cH:15]2)[CH2:2][CH2:3][CH2:4]1>>[CH:1]1([CH2:5][CH2:6][NH:7][C:8](=[O:9])[c:10]2[n:11][n:12][c:13]([N:19]3[CH2:18][CH2:17][NH:22][CH2:21][CH2:20]3)[cH:14][cH:15]2)[CH2:2][CH2:3][CH2:4]1. The reactants are C(C)O (ethanol), Cl.C(C1=CC=CC=C1)N(CC(=O)OCC)[C@H]1CSC2=C(N(C1=O)CC(=O)O)C=CC=C2 (3(R)-(N-benzyl-N-ethoxycarbonylmethylamino)-4-oxo-2,3,4,5-tetrahydro-1,5-benzothiazepine-5-acetic acid hydrochloride). Reagents/catalysts: [C].[Pd] (palladium-carbon). Solvent: C(C)(=O)OCC (Ethyl acetate). Yields the product C(C)OC(=O)CN[C@H]1CSC2=C(N(C1=O)CC(=O)O)C=CC=C2 (3(R)-ethoxycarbonylmethylamino-4-oxo-2,3,4,5-tetrahydro-1,5-benzothiazepine-5-acetic acid). The yield is 82.4%. RXN SMILES: C(O)C.Cl.C([N:12]([C@@H:19]1[C:25](=[O:26])[N:24]([CH2:27][C:28]([OH:30])=[O:29])[C:23]2[CH:31]=[CH:32][CH:33]=[CH:34][C:22]=2[S:21][CH2:20]1)[CH2:13][C:14]([O:16][CH2:17][CH3:18])=[O:15])C1C=CC=CC=1>[C].[Pd].C(OCC)(=O)C>[CH2:17]([O:16][C:14]([CH2:13][NH:12][C@@H:19]1[C:25](=[O:26])[N:24]([CH2:27][C:28]([OH:30])=[O:29])[C:23]2[CH:31]=[CH:32][CH:33]=[CH:34][C:22]=2[S:21][CH2:20]1)=[O:15])[CH3:18] |f:1.2,3.4|. Reported procedure: A mixture of 20 ml of ethanol and 0.5 g of 3(R)-(N-benzyl-N-ethoxycarbonylmethylamino)-4-oxo-2,3,4,5-tetrahydro-1,5-benzothiazepine-5-acetic acid hydrochloride obtained in Reference Example 35 is catalytic reduction over 0.5 g of 10% palladium-carbon (containing 50% of moisture) as a catalyst at ordinary temperature and at atmospheric pressure. After the absorption of hydrogen stops, the catalyst is filtered off, and the filtrate is concentrated to give crystals. Ethyl acetate is added to the cr... Starting materials: NC=1C=C(C=CC1)C=1C(=CC(=CC1OCC)CC=1C(=NC(=NC1)N)N)O (3′-amino-4-(2,4-diamino-pyrimidin-5-ylmethyl)-6-ethoxy-biphenyl-2-ol), C(C)(CC)S(=O)(=O)Cl (sec-butyl-sulphonyl chloride). Yields the product NC=1C=C(C=CC1)C1=C(C=C(C=C1OCC)CC=1C(=NC(=NC1)N)N)OS(=O)(=O)C(C)CC (Butane-2-sulphonic acid 3′-amino-4-(2,4-diamino-pvrimidin-5-ylmethyl)-6-ethoxy-biphenyl-2-yl ester). Yield: 67.4%. Reaction SMILES: [NH2:1][C:2]1[CH:3]=[C:4]([C:8]2[C:9]([OH:26])=[CH:10][C:11]([CH2:17][C:18]3[C:19]([NH2:25])=[N:20][C:21]([NH2:24])=[N:22][CH:23]=3)=[CH:12][C:13]=2[O:14][CH2:15][CH3:16])[CH:5]=[CH:6][CH:7]=1.[CH:27]([S:31](Cl)(=[O:33])=[O:32])([CH2:29][CH3:30])[CH3:28]>>[NH2:1][C:2]1[CH:3]=[C:4]([C:8]2[C:13]([O:14][CH2:15][CH3:16])=[CH:12][C:11]([CH2:17][C:18]3[C:19]([NH2:25])=[N:20][C:21]([NH2:24])=[N:22][CH:23]=3)=[CH:10][C:9]=2[O:26][S:31]([CH:27]([CH2:29][CH3:30])[CH3:28])(=[O:33])=[O:32])[CH:5]=[CH:6][CH:7]=1. Procedure details: Starting from 3′-amino-4-(2,4-diamino-pyrimidin-5-ylmethyl)-6-ethoxy-biphenyl-2-ol (176 mg; 0.50 mmol) and sec-butyl-sulphonyl chloride (94 mg; 0.60 mmol), 159 mg of the title compound are isolated as a white solid. The reactants are ClC(C)(CCC(C)(C)Cl)C (2,5-dichloro-2,5-dimethylhexane), COC1=C(C=CC=C1)OC (1,2-dimethoxybenzene), [Al+3].[Cl-].[Cl-].[Cl-] (AlCl3). Run in ClCCCl (1,2-dichloroethane). Run at temperature 60 celsius. The product is COC=1C=C2C(CCC(C2=CC1OC)(C)C)(C)C (1,2,3,4-tetrahydro-6,7-dimethoxy-1,1,4,4-tetramethylnaphthalene). Isolated yield 44.3%. RXN SMILES: Cl[C:2]([CH3:10])([CH2:4][CH2:5][C:6](Cl)([CH3:8])[CH3:7])[CH3:3].[CH3:11][O:12][C:13]1[CH:18]=[CH:17][CH:16]=[CH:15][C:14]=1[O:19][CH3:20].[Al+3].[Cl-].[Cl-].[Cl-]>ClCCCl>[CH3:11][O:12][C:13]1[CH:18]=[C:17]2[C:16](=[CH:15][C:14]=1[O:19][CH3:20])[C:6]([CH3:8])([CH3:7])[CH2:5][CH2:4][C:2]2([CH3:10])[CH3:3] |f:2.3.4.5|. Procedure: 2,5-dichloro-2,5-dimethylhexane (2.2 g, 12 mmol), 1,2-dimethoxybenzene (1.38 g, 10 mmol), anhydrous 1,2-dichloroethane (10 mL) and anhydrous AlCl3 (200 mg) were combined in a 100 mL Schlenk flask under Ar. The mixture was heated at 60° C. for 6 h before quenching with ice water. The layers were then separated, and the aqueous layer extracted three times with CH2Cl2. The combined organic layers were washed with brine, dried over MgSO4, filtered, and concentrated in vacuo. The remaining residue wa... Reactants: Br.NC1=NC=CC(=C1)C(C(=O)C1=CC(=CC=C1)C)Br (2-(2-amino-4-pyridyl)-2-bromo-1-(3-methylphenyl)ethanone hydrobromide), ClC1=C(C(=S)N)C=CC=C1 (2-chlorothiobenzamide), C(O)([O-])=O.[Na+] (sodium hydrogen carbonate). Solvent: CN(C=O)C (N,N-dimethylformamide). The product is ClC1=C(C=CC=C1)C=1SC(=C(N1)C1=CC(=CC=C1)C)C1=CC(=NC=C1)N (4-[2-(2-chlorophenyl)-4-(3-methylphenyl)-1,3-thiazol-5-yl]-2-pyridylamine). Isolated yield 70.0%. As a reaction SMILES: Br.[NH2:2][C:3]1[CH:8]=[C:7]([CH:9](Br)[C:10]([C:12]2[CH:17]=[CH:16][CH:15]=[C:14]([CH3:18])[CH:13]=2)=O)[CH:6]=[CH:5][N:4]=1.[Cl:20][C:21]1[CH:29]=[CH:28][CH:27]=[CH:26][C:22]=1[C:23]([NH2:25])=[S:24].C(=O)([O-])O.[Na+]>CN(C)C=O>[Cl:20][C:21]1[CH:29]=[CH:28][CH:27]=[CH:26][C:22]=1[C:23]1[S:24][C:9]([C:7]2[CH:6]=[CH:5][N:4]=[C:3]([NH2:2])[CH:8]=2)=[C:10]([C:12]2[CH:17]=[CH:16][CH:15]=[C:14]([CH3:18])[CH:13]=2)[N:25]=1 |f:0.1,3.4|. Procedure details: A solution of 2-(2-amino-4-pyridyl)-2-bromo-1-(3-methylphenyl)ethanone hydrobromide (5.00 g, 12.3 mmol) and 2-chlorothiobenzamide (1.06 g, 11.9 mmol) in N,N-dimethylformamide (40 mL) was stirred for 14 hours at room temperature. Aqueous sodium hydrogen carbonate solution was poured into the reaction mixture, and extracted with ethyl acetate. The extracts were washed with water, dried, and concentrated. The residue was purified by silica gel column chromatography (hexaneethyl acetate=4:1 to 2:1) ...